This data is from the Open Reaction Database (ORD), a public repository of structured organic reaction records. The task is: describe an organic reaction: reactants, conditions, products, and yield Starting materials: C1CCOC1, COCOc1cccc(Cl)c1C(=O)O, Cl. Product: O=C(O)c1c(O)cccc1Cl. Reaction SMILES: [CH2:16]1[O:17][CH2:18][CH2:19][CH2:20]1.[Cl:1][c:2]1[c:3]([C:4](=[O:5])[OH:6])[c:7]([O:11][CH2:12][O:13][CH3:14])[cH:8][cH:9][cH:10]1.[ClH:15]>>[Cl:1][c:2]1[c:3]([C:4](=[O:5])[OH:6])[c:7]([OH:11])[cH:8][cH:9][cH:10]1. The reactants are ice, N1=C(NC2=C1C=CC=C2)CC#N (2-benzimidazolylacetonitrile), N(=O)[O-].[Na+] (sodium nitrite). Solvent: O (water), C(C)(=O)O (acetic acid). Run at time 1 hour. Product: N1C(=NC2=C1C=CC=C2)C(C#N)=NO ((1H-Benzoimidazol-2-yl)-hydroxyimino-acetonitrile). Yield: 99.7%. As a reaction SMILES: [N:1]1[C:5]2[CH:6]=[CH:7][CH:8]=[CH:9][C:4]=2[NH:3][C:2]=1[CH2:10][C:11]#[N:12].[N:13]([O-])=[O:14].[Na+]>C(O)(=O)C.O>[NH:1]1[C:5]2[CH:6]=[CH:7][CH:8]=[CH:9][C:4]=2[N:3]=[C:2]1[C:10](=[N:13][OH:14])[C:11]#[N:12] |f:1.2|. Procedure details: To an ice-cooled stirred solution of 10 g of 2-benzimidazolylacetonitrile (63.6 mmol, 1 eq) in 50 ml of glacial acetic acid is added dropwise a solution of 4.83 g of sodium nitrite (70 mmol, 1.1 eq) dissolved in a minimum amount of water (10 mL). When the addition is completed, the reaction mixture is allowed to stir at room temperature for 1 h. The precipitate formed in the course of the reaction is filtered and washed with 2×20 ml of cold water and 2×30 ml of diethylether to provide 11.8 g of ... Product: COC1=C(C=C(C=C1)CCC1=CC=C(C(=O)OC)C=C1)OCCCCC1(CC=CC=C1)C (Methyl 4-[2-[4-methoxy-3-(1-methyl-phenylbutoxy)phenyl]ethyl]benzoate). Procedure details: A mixture of (1.18 g, 2.74 mmol, 1.0 eq) methyl 4-[2-[4-methoxy-3-(1-methyl-4-phenylbutoxy)phenyl]ethenyl]benzoate and 0.600 g of 10% Pd/C in 30 ml methanol and 30 ml tetrahydrofuran was placed on a Parr hydrogenation apparatus and shaken under 20 psi H2 at room temperature for 1.5 hours. The reaction mixture was filtered through celite, concentrated in vacuo, and flash chromatographed on a silica gel column eluting with 20% ether-hexane to afford 1.00 g, 84%, of a clear oil. Elemental Analysis ... Solvent: O1CCCC1 (tetrahydrofuran). As a reaction SMILES: [CH3:1][O:2][C:3]1[CH:8]=[CH:7][C:6]([CH:9]=[CH:10][C:11]2[CH:20]=[CH:19][C:14]([C:15]([O:17][CH3:18])=[O:16])=[CH:13][CH:12]=2)=[CH:5][C:4]=1[O:21][CH:22](C)[CH2:23][CH2:24][CH2:25][C:26]1[CH:31]=[CH:30][CH:29]=[CH:28][CH:27]=1.[CH3:33]O>O1CCCC1.[Pd]>[CH3:1][O:2][C:3]1[CH:8]=[CH:7][C:6]([CH2:9][CH2:10][C:11]2[CH:12]=[CH:13][C:14]([C:15]([O:17][CH3:18])=[O:16])=[CH:19][CH:20]=2)=[CH:5][C:4]=1[O:21][CH2:22][CH2:23][CH2:24][CH2:25][C:26]1([CH3:33])[CH:31]=[CH:30][CH:29]=[CH:28][CH2:27]1. Reactants: COC1=C(C=C(C=C1)C=CC1=CC=C(C(=O)OC)C=C1)OC(CCCC1=CC=CC=C1)C (methyl 4-[2-[4-methoxy-3-(1-methyl-4-phenylbutoxy)phenyl]ethenyl]benzoate), CO (methanol). The reagents and catalysts are [Pd] (Pd/C). Conditions: time 1.5 hour. Starting materials: BrCCO (2-bromoethanol), FC1=C(C=CC=C1)C1=NC(C(N(C2=C1C=C(C=C2)[N+](=O)[O-])C)=O)(C)C (5-(o-fluorphenyl)-1,3-dihydro-1,3,3-trimethyl-7-nitro-2H-1,4-benzodiazepin-2-one), ClC1=C(C=CC=C1)C1=NC(C(N(C2=C1C=C(C=C2)[N+](=O)[O-])CCO)=O)(C)C (5-(o-chlorophenyl)-1,3-dihydro-1-(2-hydroxyethyl)-3,3-dimethyl-7-nitro-2H-1,4-benzodiazepin-2-one). Run in CCOCC.CCCCCC (ether n-hexane). The product is ClC1=C(C=CC=C1)C1=NC(C(NC2=C1C=C(C=C2)[N+](=O)[O-])=O)(C)C (5-(o-chlorophenyl)-1,3-dihydro-3,3-dimethyl-7-nitro-2H-1,4-benzodiazepin-2-one). RXN SMILES: BrCCO.FC1C=CC=CC=1C1C2C=C([N+]([O-])=O)C=CC=2N(C)C(=O)C(C)(C)N=1.[Cl:30][C:31]1[CH:36]=[CH:35][CH:34]=[CH:33][C:32]=1[C:37]1[C:43]2[CH:44]=[C:45]([N+:48]([O-:50])=[O:49])[CH:46]=[CH:47][C:42]=2[N:41](CCO)[C:40](=[O:54])[C:39]([CH3:56])([CH3:55])[N:38]=1>CCOCC.CCCCCC>[Cl:30][C:31]1[CH:36]=[CH:35][CH:34]=[CH:33][C:32]=1[C:37]1[C:43]2[CH:44]=[C:45]([N+:48]([O-:50])=[O:49])[CH:46]=[CH:47][C:42]=2[NH:41][C:40](=[O:54])[C:39]([CH3:56])([CH3:55])[N:38]=1 |f:3.4|. Reported procedure: From 25 g (0.073 mol) of 5-(o-chlorophenyl)-1,3-dihydro-3,3-dimethyl-7-nitro-2H-1,4-benzodiazepin-2-one and 2-bromoethanol there is obtained, in analogy to the details in paragraph (c) of Example 1, with a reaction period of 7 days, 5-(o-chlorophenyl)-1,3-dihydro-1-(2-hydroxyethyl)-3,3-dimethyl-7-nitro-2H-1,4-benzodiazepin-2-one of melting point 124°-125° (ether/n-hexane).